From a dataset of the Open Reaction Database (ORD), a public repository of structured organic reaction records. describe an organic reaction: reactants, conditions, products, and yield Reactants: FC1=C(C=CC(=C1)N)O (2-Fluoro-4-aminophenol), C(CCC)(=O)C=1C=NC2=C(C=CC=C2C1Cl)OC (3-butyryl-4-chloro-8-methoxyquinoline). The solvent is O1CCOCC1 (1,4-dioxan). The product is C(CCC)(=O)C=1C=NC2=C(C=CC=C2C1NC1=CC(=C(C=C1)O)F)OC (3-butyryl-4-(3-fluoro-4-hydroxyphenylamino)-8-methoxyquinoline). As a reaction SMILES: [F:1][C:2]1[CH:7]=[C:6]([NH2:8])[CH:5]=[CH:4][C:3]=1[OH:9].[C:10]([C:15]1[CH:16]=[N:17][C:18]2[C:23]([C:24]=1Cl)=[CH:22][CH:21]=[CH:20][C:19]=2[O:26][CH3:27])(=[O:14])[CH2:11][CH2:12][CH3:13]>O1CCOCC1>[C:10]([C:15]1[CH:16]=[N:17][C:18]2[C:23]([C:24]=1[NH:8][C:6]1[CH:5]=[CH:4][C:3]([OH:9])=[C:2]([F:1])[CH:7]=1)=[CH:22][CH:21]=[CH:20][C:19]=2[O:26][CH3:27])(=[O:14])[CH2:11][CH2:12][CH3:13]. Procedure details: 2-Fluoro-4-aminophenol (0.8 g, 6 mmol) and 3-butyryl-4-chloro-8-methoxyquinoline (1.5 g, 5.7 mmol) were heated together under reflux in 1,4-dioxan (50 ml) for 1 hour. The solvent was evaporated and the residue was dissolved in dichloromethane, washed with water, sodium hydrogen oarbonate solution and brine then dried and evaporated. The residue was recrystallised from methanol-water to afford 3-butyryl-4-(3-fluoro-4-hydroxyphenylamino)-8-methoxyquinoline, m.p. 266°-268°. Starting materials: FC1=C(C(=O)NC=2C(=NC=CC2)Cl)C=CC=C1 (3-(2-fluorobenzoylamino)-2-chloropyridine), S(O)(O)(=O)=O (sulfuric acid). Run in C(C)(=O)O (acetic acid), O (water). Yields the product ClC1=NC=CC(=C1NC(C1=C(C=CC=C1)F)=O)C(CCC)=O (2-CHLORO-3-(2-FLUOROBENZOYLAMINO)-4-BUTYRYLPYRIDINE). Yield: 25.0%. As a reaction SMILES: [F:1][C:2]1[CH:17]=[CH:16][CH:15]=[CH:14][C:3]=1[C:4]([NH:6][C:7]1[C:8]([Cl:13])=[N:9][CH:10]=[CH:11][CH:12]=1)=[O:5].S(=O)(=O)(O)O>O.C(O)(=O)C>[Cl:13][C:8]1[C:7]([NH:6][C:4](=[O:5])[C:3]2[CH:14]=[CH:15][CH:16]=[CH:17][C:2]=2[F:1])=[C:12]([C:4](=[O:5])[CH2:3][CH2:2][CH3:17])[CH:11]=[CH:10][N:9]=1. Procedure: Using the procedure described in Examples 1 and 2, but replacing 2-phenyloxazolo[4,5-b]pyridine by 3-(2-fluorobenzoylamino)-2-chloropyridine and using 1.5 ml of concentrated sulfuric acid in 7.5 ml of water and 25 ml of acetic acid, and after the separation of 2-chloro-3-(2-fluorobenzoylamino)-6-butyrylpyridine, the expected product is obtained. The reactants are CC(C)CN, CN1CCN(c2ccc(C(=O)Cl)cc2S(=O)(=O)N(C)C)CC1, Cl, C1CCOC1. Yields the product CC(C)CNC(=O)c1ccc(N2CCN(C)CC2)c(S(=O)(=O)N(C)C)c1. As a reaction SMILES: [CH2:24]([CH:25]([CH3:26])[CH3:27])[NH2:28].[CH3:2][N:3]([S:4](=[O:5])(=[O:6])[c:7]1[cH:8][c:9]([C:10](=[O:11])[Cl:12])[cH:13][cH:14][c:15]1[N:16]1[CH2:17][CH2:18][N:19]([CH3:22])[CH2:20][CH2:21]1)[CH3:23].[ClH:1].[O:29]1[CH2:30][CH2:31][CH2:32][CH2:33]1>>[CH3:2][N:3]([S:4](=[O:5])(=[O:6])[c:7]1[cH:8][c:9]([C:10](=[O:11])[NH:28][CH2:24][CH:25]([CH3:26])[CH3:27])[cH:13][cH:14][c:15]1[N:16]1[CH2:17][CH2:18][N:19]([CH3:22])[CH2:20][CH2:21]1)[CH3:23].